Dataset: the Open Reaction Database (ORD), a public repository of structured organic reaction records. Task: describe an organic reaction: reactants, conditions, products, and yield Reactants: ClC=1C=C2C(=CN1)NC(=C2)C(=O)N[C@H](C(=O)O)CC2=CC=C(C=C2)F (2-(S)-[(5-Chloro-1H -pyrrolo[2,3-c]pyridine-2-carbonyl)amino]-3-(4-fluorophenyl)propionic acid), Cl.N1CCC(CC1)NS(=O)(=O)C (N-piperidin-4-yl methanesulfonamide hydrochloride). Yields the product FC1=CC=C(C[C@@H](C(=O)N2CCC(CC2)NS(=O)(=O)C)NC(=O)C2=CC=3C(=CN=C(C3)Cl)N2)C=C1 (5-Chloro-1H-pyrrolo[2,3-c]pyridine-2-carboxylic acid [1-(S)-(4-fluorobenzyl)-2-(4-methanesulfonylaminopiperidin-1-yl)-2-oxoethyl]amide). Reaction SMILES: [Cl:1][C:2]1[CH:3]=[C:4]2[CH:10]=[C:9]([C:11]([NH:13][C@@H:14]([CH2:18][C:19]3[CH:24]=[CH:23][C:22]([F:25])=[CH:21][CH:20]=3)[C:15]([OH:17])=O)=[O:12])[NH:8][C:5]2=[CH:6][N:7]=1.Cl.[NH:27]1[CH2:32][CH2:31][CH:30]([NH:33][S:34]([CH3:37])(=[O:36])=[O:35])[CH2:29][CH2:28]1>>[F:25][C:22]1[CH:23]=[CH:24][C:19]([CH2:18][C@H:14]([NH:13][C:11]([C:9]2[NH:8][C:5]3=[CH:6][N:7]=[C:2]([Cl:1])[CH:3]=[C:4]3[CH:10]=2)=[O:12])[C:15]([N:27]2[CH2:28][CH2:29][CH:30]([NH:33][S:34]([CH3:37])(=[O:35])=[O:36])[CH2:31][CH2:32]2)=[O:17])=[CH:20][CH:21]=1 |f:1.2|. Reported procedure: The title compound was prepared according to EXAMPLE 229 from 2-(S)-[(5-chloro-1H-pyrrolo[2,3-c]pyridine-2-carbonyl)amino]-3-(4-fluorophenyl)propionic acid (EXAMPLE 228) and N-piperidin-4-yl methanesulfonamide hydrochloride (Preparation 92). Purification gave the title compound as an off-white powder. m/z (ES+)=522.30 [M+H]+; RT=3.29 min. Starting materials: CC(=O)c1ccc(NC(=O)C2CCN(C(=O)OC(C)(C)C)CC2)c(I)c1, O=C([O-])[O-], C=O, CC#N, I[Cu]I, [K+], [K+], [Na+], [OH-]. The product is CC(=O)c1ccc(NC(=O)C2CCN(C(=O)OC(C)(C)C)CC2)c(C(=O)O)c1. RXN SMILES: [C:1]([CH3:2])(=[O:3])[c:4]1[cH:5][cH:6][c:7]([NH:11][C:12](=[O:13])[CH:14]2[CH2:15][CH2:16][N:17]([C:20](=[O:21])[O:22][C:23]([CH3:24])([CH3:25])[CH3:26])[CH2:18][CH2:19]2)[c:8]([I:10])[cH:9]1.[C:27]([O-:28])([O-:29])=[O:30].[C:33]=[O:34].[CH3:37][C:38]#[N:39].[Cu:40]([I:41])[I:42].[K+:31].[K+:32].[Na+:36].[OH-:35]>>[C:1]([CH3:2])(=[O:3])[c:4]1[cH:5][cH:6][c:7]([NH:11][C:12](=[O:13])[CH:14]2[CH2:15][CH2:16][N:17]([C:20](=[O:21])[O:22][C:23]([CH3:24])([CH3:25])[CH3:26])[CH2:18][CH2:19]2)[c:8]([C:27](=[O:28])[OH:29])[cH:9]1.